This data is from the Open Reaction Database (ORD), a public repository of structured organic reaction records. The task is: describe an organic reaction: reactants, conditions, products, and yield Reactants: NC1=C(C(=NC=N1)N[C@@H](C)C1=NC2=C(N1C1CC1)C(=CC=C2)C(=O)OC)C#N ((S)-methyl 2-(1-(6-amino-5-cyanopyrimidin-4-ylamino)ethyl)-1-cyclopropyl-1H-benzo[d]imidazole-7-carboxylate), 2-((1S)-1-((6-amino-5-cyano-4-pyrimidinyl)amino)ethyl)-N-tert-butyl-1-cyclopropyl-1H-benzimidazole-7-carboxamidewas, N[C@@H](C)C1=NC2=C(N1C1CC1)C(=CC=C2)C(=O)NC(C)(C)C ((S)-2-(1-amino ethyl)-N-tert-butyl-1-cyclopropyl-1H-benzo[d]imidazole-7-carboxamide). Yields the product NC1=C(C(=NC=N1)N[C@@H](C)C1=NC2=C(N1C1CC1)C(=CC=C2)C(=O)NC(C)(C)C)C#N (2-((1S)-1-((6-Amino-5-cyano-4-pyrimidinyl)amino)ethyl)-N-tert-butyl-1-cyclopropyl-1H-benzimidazole-7-carboxamide). As a reaction SMILES: [NH2:1][C:2]1[N:7]=[CH:6][N:5]=[C:4]([NH:8][C@H:9]([C:11]2[N:15]([CH:16]3[CH2:18][CH2:17]3)[C:14]3[C:19]([C:23](OC)=[O:24])=[CH:20][CH:21]=[CH:22][C:13]=3[N:12]=2)[CH3:10])[C:3]=1[C:27]#[N:28].N[C@H](C1N(C2CC2)C2C(C([NH:46][C:47]([CH3:50])([CH3:49])[CH3:48])=O)=CC=CC=2N=1)C>>[NH2:1][C:2]1[N:7]=[CH:6][N:5]=[C:4]([NH:8][C@H:9]([C:11]2[N:15]([CH:16]3[CH2:18][CH2:17]3)[C:14]3[C:19]([C:23]([NH:46][C:47]([CH3:50])([CH3:49])[CH3:48])=[O:24])=[CH:20][CH:21]=[CH:22][C:13]=3[N:12]=2)[CH3:10])[C:3]=1[C:27]#[N:28]. Procedure details: Using the general synthetic procedure for (S)-methyl 2-(1-(6-amino-5-cyanopyrimidin-4-ylamino)ethyl)-1-cyclopropyl-1H-benzo[d]imidazole-7-carboxylate in example 47, 2-((1S)-1-((6-amino-5-cyano-4-pyrimidinyl)amino)ethyl)-N-tert-butyl-1-cyclopropyl-1H-benzimidazole-7-carboxamidewas prepared using (S)-2-(1-amino ethyl)-N-tert-butyl-1-cyclopropyl-1H-benzo[d]imidazole-7-carboxamide: 1H NMR (400 MHz, MeOH-d4) δ 8.03 (1H, s), 7.68 (1H, d, J=8.0 Hz), 7.38 (1H, d, J=8.0 Hz), 7.27 (1H, t, J=8.0 Hz), 6.04 ... The reactants are CN1C(=CC2=C(C(=C(C=C12)OC)OC)OC)C(=O)O (N-Methyl-4,5,6-trimethoxyindole-2-carboxylic acid), N1CCNCCC1 (homopiperazine). The product is CN1C(=CC2=C(C(=C(C=C12)OC)OC)OC)C(=O)N1CCN(CCC1)C(=O)C=1N(C2=CC(=C(C(=C2C1)OC)OC)OC)C (N,N′-bis(1-methyl-4,5,6-trimethoxyindole-2-carbonyl)homopiperazine). As a reaction SMILES: [CH3:1][N:2]1[C:10]2[C:5](=[C:6]([O:15][CH3:16])[C:7]([O:13][CH3:14])=[C:8]([O:11][CH3:12])[CH:9]=2)[CH:4]=[C:3]1[C:17]([OH:19])=O.[NH:20]1[CH2:26][CH2:25][CH2:24][NH:23][CH2:22][CH2:21]1>>[CH3:1][N:2]1[C:10]2[C:5](=[C:6]([O:15][CH3:16])[C:7]([O:13][CH3:14])=[C:8]([O:11][CH3:12])[CH:9]=2)[CH:4]=[C:3]1[C:17]([N:20]1[CH2:26][CH2:25][CH2:24][N:23]([C:17]([C:3]2[N:2]([CH3:1])[C:10]3[C:5]([CH:4]=2)=[C:6]([O:15][CH3:16])[C:7]([O:13][CH3:14])=[C:8]([O:11][CH3:12])[CH:9]=3)=[O:19])[CH2:22][CH2:21]1)=[O:19]. Procedure: N-Methyl-4,5,6-trimethoxyindole-2-carboxylic acid (130 mg) and homopiperazine (24 mg) were reacted in the same manner as in Preparation Example 37 to obtain the title compound. Reactants: BrC(Br)(Br)Br, c1ccc(P(c2ccccc2)c2ccccc2)cc1, OCCCn1ccnc1. The product is BrCCCn1ccnc1. Reaction SMILES: [C:10]([Br:11])([Br:12])([Br:13])[Br:14].[c:15]1([P:16]([c:17]2[cH:18][cH:19][cH:20][cH:21][cH:22]2)[c:23]2[cH:24][cH:25][cH:26][cH:27][cH:28]2)[cH:29][cH:30][cH:31][cH:32][cH:33]1.[n:1]1([CH2:6][CH2:7][CH2:8][OH:9])[cH:2][n:3][cH:4][cH:5]1>>[n:1]1([CH2:6][CH2:7][CH2:8][Br:11])[cH:2][n:3][cH:4][cH:5]1. Starting materials: FC=1C=CC(=C(C1)C1=CC(=CC(=C1)C(F)(F)F)C(F)(F)F)C1N=C(NC(=C1C(=O)OCC)C)C=1SC=CN1 (Ethyl 4-(5-fluoro-3′,5′-bis(trifluoromethyl)-[1,1′-biphenyl]-2-yl)-6-methyl-2-(thiazol-2-yl)-1,4-dihydropyrimidine-5-carboxylate), C1CC(=O)N(C1=O)Br (NBS). Product: BrCC1=C(C(N=C(N1)C=1SC=CN1)C1=C(C=C(C=C1)F)C1=CC(=CC(=C1)C(F)(F)F)C(F)(F)F)C(=O)OCC (Ethyl 6-(bromomethyl)-4-(5-fluoro-3′,5′-bis(trifluoromethyl)-[1,1′-biphenyl]-2-yl)-2-(thiazol-2-yl)-1,4-dihydropyrimidine-5-carboxylate). Yield: 55.0%. RXN SMILES: [F:1][C:2]1[CH:3]=[CH:4][C:5]([CH:22]2[C:27]([C:28]([O:30][CH2:31][CH3:32])=[O:29])=[C:26]([CH3:33])[NH:25][C:24]([C:34]3[S:35][CH:36]=[CH:37][N:38]=3)=[N:23]2)=[C:6]([C:8]2[CH:13]=[C:12]([C:14]([F:17])([F:16])[F:15])[CH:11]=[C:10]([C:18]([F:21])([F:20])[F:19])[CH:9]=2)[CH:7]=1.C1C(=O)N([Br:46])C(=O)C1>>[Br:46][CH2:33][C:26]1[NH:25][C:24]([C:34]2[S:35][CH:36]=[CH:37][N:38]=2)=[N:23][CH:22]([C:5]2[CH:4]=[CH:3][C:2]([F:1])=[CH:7][C:6]=2[C:8]2[CH:13]=[C:12]([C:14]([F:15])([F:17])[F:16])[CH:11]=[C:10]([C:18]([F:19])([F:21])[F:20])[CH:9]=2)[C:27]=1[C:28]([O:30][CH2:31][CH3:32])=[O:29]. Procedure details: Ethyl 4-(5-fluoro-3′,5′-bis(trifluoromethyl)-[1,1′-biphenyl]-2-yl)-6-methyl-2-(thiazol-2-yl)-1,4-dihydropyrimidine-5-carboxylate (5.69 g, 10.2 mmol) was reacted with NBS (2.2 g, 12.2 mmol) according to the procedure as described in Example 1, Step B to give the title compound as a yellow solid (3.57 g, 55%). The compound was characterized by the following spectroscopic data: Reactants: CC(C)(C)OC(=O)NCC12CC3CC(C1)C(O)C(C3)C2, ClCCl. Product: CC(C)(C)OC(=O)NCC12CC3CC(C1)C(=O)C(C3)C2. RXN SMILES: [C:1]([CH3:2])([CH3:3])([CH3:4])[O:5][C:6]([NH:7][CH2:8][C:9]12[CH2:10][CH:11]3[CH:12]([OH:19])[CH:13]([CH2:14][CH:15]([CH2:16]1)[CH2:17]3)[CH2:18]2)=[O:20].[Cl:21][CH2:22][Cl:23]>>[C:1]([CH3:2])([CH3:3])([CH3:4])[O:5][C:6]([NH:7][CH2:8][C:9]12[CH2:10][CH:11]3[C:12](=[O:19])[CH:13]([CH2:14][CH:15]([CH2:16]1)[CH2:17]3)[CH2:18]2)=[O:20]. Reactants: C(C1=CC=CC=C1)N1CCC(CC1)N1N=C(C=2C1=NC=NC2N)Br (1-(1-benzyl-4-piperidinyl)-3-bromo-1H-pyrazolo[3,4-d]pyrimidin-4-amine), C(C1=CC=CC=C1)N1CCC(CC1)N1N=C(C=2C1=NC=NC2N)Br (1-(1-benzyl-4-piperidinyl)-3-bromo-1H-pyrazolo[3,4-d]pyrimidin-4-amine), O(C1=CC=CC=C1)C1=CC=C(C=C1)B(O)O (4-phenoxyphenylboronic acid), O(C1=CC=CC=C1)C1=CC=C(C=C1)B(O)O (4-phenoxyphenylboronic acid), palladium tetrakistriphenyphosphine, C([O-])([O-])=O.[Na+].[Na+] (sodium carbonate), COCCOC (ethylene glycol dimethyl ether). Yields the product C(C1=CC=CC=C1)N1CCC(CC1)N1N=C(C=2C1=NC=NC2N)C2=CC=C(C=C2)OC2=CC=CC=C2 (1-(1-benzyl-4-piperidinyl)-3-(4-phenoxyphenyl)-1H-pyrazolo[3,4-d]pyrimidin-4-amine). Run in O (water). Reported procedure: 1-(1-benzyl-4-piperidinyl)-3-bromo-1H-pyrazolo[3,4-d]pyrimidin-4-amine (Intermediate D) (4.3 g, 11.10 mmol), 4-phenoxyphenylboronic acid (Intermediate V) (2.61 g, 12.21 mmol), palladium tetrakistriphenyphosphine(0.77 g, 0.67 mmol) and sodium carbonate(2.82 g, 26.65 mmol) were mixed with ethylene glycol dimethyl ether(100 ml) and water(50 ml). The reaction mixture was heated to reflux overnight. Organic solvent was removed and the aqueous layer was extracted with ethyl acetate. The combined organ... As a reaction SMILES: [CH2:1]([N:8]1[CH2:13][CH2:12][CH:11]([N:14]2[C:18]3=[N:19][CH:20]=[N:21][C:22]([NH2:23])=[C:17]3[C:16](Br)=[N:15]2)[CH2:10][CH2:9]1)[C:2]1[CH:7]=[CH:6][CH:5]=[CH:4][CH:3]=1.[O:25]([C:32]1[CH:37]=[CH:36][C:35](B(O)O)=[CH:34][CH:33]=1)[C:26]1[CH:31]=[CH:30][CH:29]=[CH:28][CH:27]=1.C(=O)([O-])[O-].[Na+].[Na+].COCCOC>O>[CH2:1]([N:8]1[CH2:13][CH2:12][CH:11]([N:14]2[C:18]3=[N:19][CH:20]=[N:21][C:22]([NH2:23])=[C:17]3[C:16]([C:35]3[CH:36]=[CH:37][C:32]([O:25][C:26]4[CH:31]=[CH:30][CH:29]=[CH:28][CH:27]=4)=[CH:33][CH:34]=3)=[N:15]2)[CH2:10][CH2:9]1)[C:2]1[CH:7]=[CH:6][CH:5]=[CH:4][CH:3]=1 |f:2.3.4|. Yield: 50.1%. Reactants: CC=1OC(=NN1)C=1C=CC2=C(C(=CO2)C=2C=NNC2)C1 (2-methyl-5-[3-(1H-pyrazol-4-yl)-1-benzofuran-5-yl]-1,3,4-oxadiazole), FC(C1=C(CBr)C=CC=C1)(F)F (2-(trifluoromethyl)benzyl bromide). Yields the product CC=1OC(=NN1)C=1C=CC2=C(C(=CO2)C=2C=NN(C2)CC2=C(C=CC=C2)C(F)(F)F)C1 (2-methyl-5-[3-[1-[2-(trifluoromethyl)benzyl]-1H-pyrazol-4-yl]-1-benzofuran-5-yl]-1,3,4-oxadiazole). Isolated yield 92.0%. Reaction SMILES: [CH3:1][C:2]1[O:3][C:4]([C:7]2[CH:8]=[CH:9][C:10]3[O:14][CH:13]=[C:12]([C:15]4[CH:16]=[N:17][NH:18][CH:19]=4)[C:11]=3[CH:20]=2)=[N:5][N:6]=1.[F:21][C:22]([F:32])([F:31])[C:23]1[CH:30]=[CH:29][CH:28]=[CH:27][C:24]=1[CH2:25]Br>>[CH3:1][C:2]1[O:3][C:4]([C:7]2[CH:8]=[CH:9][C:10]3[O:14][CH:13]=[C:12]([C:15]4[CH:19]=[N:18][N:17]([CH2:25][C:24]5[CH:27]=[CH:28][CH:29]=[CH:30][C:23]=5[C:22]([F:21])([F:31])[F:32])[CH:16]=4)[C:11]=3[CH:20]=2)=[N:5][N:6]=1. Procedure details: In the same manner as in Example 1 and using 2-methyl-5-[3-(1H-pyrazol-4-yl)-1-benzofuran-5-yl]-1,3,4-oxadiazole instead of 5-(benzothiazol-6-yl)-1,3,4-oxadiazole-2-thiol and using 2-(trifluoromethyl)benzyl bromide instead of 3-(trifluoromethyl)benzyl chloride, the title compound (yield 92%) was obtained as colorless crystals.